Task: describe an organic reaction: reactants, conditions, products, and yield. Dataset: the Open Reaction Database (ORD), a public repository of structured organic reaction records Solvent: CN(C=O)C (dimethylformamide), O (water). Run at time 24 hour. Reaction SMILES: [N-:1]=[N+:2]=[N-:3].[Na+].[Cl-].[NH4+].[C:7]([C:10]1[CH:11]=[CH:12][C:13]([C:16]#[N:17])=[N:14][CH:15]=1)([OH:9])=[O:8].Cl>CN(C)C=O.O>[C:7]([C:10]1[CH:11]=[CH:12][C:13]([C:16]2[NH:17][N:3]=[N:2][N:1]=2)=[N:14][CH:15]=1)([OH:9])=[O:8] |f:0.1,2.3|. Product: C(=O)(O)C=1C=CC(=NC1)C1=NN=NN1 (5-Carboxy-2-(5-tetrazolyl)-pyridine). Reactants: [N-]=[N+]=[N-].[Na+] (sodium azide), [N-]=[N+]=[N-].[Na+] (Sodium azide), [Cl-].[NH4+] (ammonium chloride), C(=O)(O)C=1C=CC(=NC1)C#N (5-carboxy-2-cyanopyridine), Cl (hydrochloric acid). Procedure: Sodium azide (12.0 g, 0.18 mol) and anhydrous ammonium chloride (1.5 g) are added to a stirred solution of 5-carboxy-2-cyanopyridine (22.0 g, 0.15 mol) in dry dimethylformamide (375 ml). The reaction mixture is heated to 80° and held at this temperature for 24 h. After this time, a further portion of sodium azide 6.0 g, 0.09 mol) is added and heating continued for a further 24 h. The reaction mixture is then allowed to cool to ambient temperature and diluted with water (560 ml). This solution is... Reactants: CCOCC (ether), C1(=CC=CC=C1)/C=C/CCCCCCO ((E)-8-phenyl-7-octen-1-ol), O (water), C1(=CC=C(C=C1)S(=O)(=O)Cl)C (p-toluenesulfonyl chloride). Solvent: N1=CC=CC=C1 (pyridine). Reaction conditions: temperature 10 celsius, time 5 hour. The product is C1(=CC=CC=C1)C\C=C\CCCCCOS(=O)(=O)C1=CC=C(C=C1)C ((E)-1-phenyl-8-p-toluenesulfonyloxy-2-octene). The yield is 91.2%. As a reaction SMILES: [C:1]1(/[CH:7]=[CH:8]/[CH2:9][CH2:10][CH2:11][CH2:12][CH2:13][CH2:14][OH:15])[CH:6]=[CH:5][CH:4]=[CH:3][CH:2]=1.[C:16]1([CH3:26])[CH:21]=[CH:20][C:19]([S:22](Cl)(=[O:24])=[O:23])=[CH:18][CH:17]=1.O.CCOCC>N1C=CC=CC=1>[C:1]1([CH2:7]/[CH:8]=[CH:9]/[CH2:10][CH2:11][CH2:12][CH2:13][CH2:14][O:15][S:22]([C:19]2[CH:20]=[CH:21][C:16]([CH3:26])=[CH:17][CH:18]=2)(=[O:24])=[O:23])[CH:6]=[CH:5][CH:4]=[CH:3][CH:2]=1. Procedure: To a solution of 7.5 g of (E)-8-phenyl-7-octen-1-ol dissolved in 60 ml of pyridine, 9.1 g of p-toluenesulfonyl chloride was added at 0° C. After stirring at 10° C. for 5 hours, 10 ml of water was added and the mixture was stirred for 30 minutes, followed by addition of 200 ml of ether. The mixture was washed with 10% aqueous hydrochloric acid, water and saturated saline water. The organic layer was dried, and the solvent was removed under reduced pressure. The pale yellow oily product obtained w... Reactants: COc1c(C)cc(C2(c3cccc(-c4cncnc4)c3)N=C(N)c3c(F)cccc32)cc1CBr, CC#N, N#C[K]. Yields the product COc1c(C)cc(C2(c3cccc(-c4cncnc4)c3)N=C(N)c3c(F)cccc32)cc1CC#N. Reaction SMILES: [Br:1][CH2:2][c:3]1[cH:4][c:5]([C:12]2([c:23]3[cH:24][c:25](-[c:29]4[cH:30][n:31][cH:32][n:33][cH:34]4)[cH:26][cH:27][cH:28]3)[N:13]=[C:14]([NH2:22])[c:15]3[c:16]([F:21])[cH:17][cH:18][cH:19][c:20]32)[cH:6][c:7]([CH3:11])[c:8]1[O:9][CH3:10].[CH3:38][C:39]#[N:40].[K:35][C:36]#[N:37]>>[CH2:2]([c:3]1[cH:4][c:5]([C:12]2([c:23]3[cH:24][c:25](-[c:29]4[cH:30][n:31][cH:32][n:33][cH:34]4)[cH:26][cH:27][cH:28]3)[N:13]=[C:14]([NH2:22])[c:15]3[c:16]([F:21])[cH:17][cH:18][cH:19][c:20]32)[cH:6][c:7]([CH3:11])[c:8]1[O:9][CH3:10])[C:36]#[N:37]. Reactants: C(C)(C)(C)OC(=O)N1CCC(CC1)S(=O)(=O)CC1=C(C=CC=C1)F (1-(tert-butoxycarbonyl)-4-(2-fluorobenzylsulfonyl)piperidine), Cl.C(C)(=O)OCC (hydrogen chloride ethyl acetate). The solvent is C(C)(=O)OCC (ethyl acetate). Run at time 30 minute. Yields the product Cl.FC1=C(CS(=O)(=O)C2CCNCC2)C=CC=C1 (4-(2-Fluorobenzylsulfonyl)piperidine hydrochloride). The yield is 91.0%. RXN SMILES: C(OC([N:8]1[CH2:13][CH2:12][CH:11]([S:14]([CH2:17][C:18]2[CH:23]=[CH:22][CH:21]=[CH:20][C:19]=2[F:24])(=[O:16])=[O:15])[CH2:10][CH2:9]1)=O)(C)(C)C.[ClH:25].C(OCC)(=O)C>C(OCC)(=O)C>[ClH:25].[F:24][C:19]1[CH:20]=[CH:21][CH:22]=[CH:23][C:18]=1[CH2:17][S:14]([CH:11]1[CH2:10][CH2:9][NH:8][CH2:13][CH2:12]1)(=[O:15])=[O:16] |f:1.2,4.5|. Procedure details: After dissolving 690 mg of 1-(tert-butoxycarbonyl)-4-(2-fluorobenzylsulfonyl)piperidine in 3 ml of ethyl acetate, 3 ml of 4N hydrogen chloride/ethyl acetate was added and the mixture was stirred at room temperature for 30 minutes. The precipitate was filtered out to obtain the title compound (517 mg, 91% yield). Reactants: C(#N)CC(=O)OCC (ethyl cyanoacetate), CC(=O)CO (acetol), CC1=C(N)C(=CC(=C1)C)C (2,4,6-trimethylaniline), O.C1(=CC=C(C=C1)S(=O)(=O)O)C (4-toluenesulfonic acid monohydrate). Solvent: C1=CC=CC=C1 (benzene). Run at time 2 hour. Yields the product NC=1N(C(=CC1C(=O)OCC)C)C1=C(C=C(C=C1C)C)C (Ethyl 2-Amino-5-methyl-1-(2,4,6-trimethylphenyl)-1 H-pyrrole-3-carboxylate). The yield is 29.0%. As a reaction SMILES: [CH3:1][C:2]([CH2:4]O)=O.[CH3:6][C:7]1[CH:13]=[C:12]([CH3:14])[CH:11]=[C:10]([CH3:15])[C:8]=1[NH2:9].O.C1(C)C=CC(S(O)(=O)=O)=CC=1.[C:28]([CH2:30][C:31]([O:33][CH2:34][CH3:35])=[O:32])#[N:29]>C1C=CC=CC=1>[NH2:29][C:28]1[N:9]([C:8]2[C:10]([CH3:15])=[CH:11][C:12]([CH3:14])=[CH:13][C:7]=2[CH3:6])[C:2]([CH3:4])=[CH:1][C:30]=1[C:31]([O:33][CH2:34][CH3:35])=[O:32] |f:2.3|. Procedure: A solution of acetol (1′) (20 mL, 0.26 mol), 2,4,6-trimethylaniline (2′) (36.5 mL, 0.260 mol), and 4-toluenesulfonic acid monohydrate (0.21 g) were refluxed in benzene (115 mL) using a Dean-Stark trap to remove water. After 2 hours, ethyl cyanoacetate (27.7 mL, 0.26 mol) was added and heating was continued for 14 hours. The mixture was cooled to room temperature, concentrated, and the residue chromatographed (elution with 15% ethyl acetate in hexanes) to afford 21.4 g (29%) of compound (3′) as a...